This data is from the Open Reaction Database (ORD), a public repository of structured organic reaction records. The task is: describe an organic reaction: reactants, conditions, products, and yield Starting materials: FC(C1=C(C(=O)C=2N(C=CN2)CC(CCOC2OCCCC2)C2=CC(=C(C=C2)Cl)Cl)C=CC=C1)(F)F (1-[2-(2-Trifluoromethylbenzoyl)imidazol-1-yl]-2-(3,4-dichlorophenyl)-4-(tetrahydropyran-2-yloxy)butane), Cl (hydrogen chloride). Solvent: CO (methanol). Conditions: time 4 hour. The product is ClC=1C=C(C=CC1Cl)C(CCO)CN1C(=NC=C1)C(C1=C(C=CC=C1)C(F)(F)F)=O (3-(3,4-dichlorophenyl)-4-[2-(2-trifluoromethylbenzoyl)imidazol-1-yl]butan-1-ol). The yield is 71.4%. RXN SMILES: [F:1][C:2]([F:36])([F:35])[C:3]1[CH:34]=[CH:33][CH:32]=[CH:31][C:4]=1[C:5]([C:7]1[N:8]([CH2:12][CH:13]([C:23]2[CH:28]=[CH:27][C:26]([Cl:29])=[C:25]([Cl:30])[CH:24]=2)[CH2:14][CH2:15][O:16]C2CCCCO2)[CH:9]=[CH:10][N:11]=1)=[O:6].Cl>CO>[Cl:30][C:25]1[CH:24]=[C:23]([CH:13]([CH2:12][N:8]2[CH:9]=[CH:10][N:11]=[C:7]2[C:5](=[O:6])[C:4]2[CH:31]=[CH:32][CH:33]=[CH:34][C:3]=2[C:2]([F:1])([F:35])[F:36])[CH2:14][CH2:15][OH:16])[CH:28]=[CH:27][C:26]=1[Cl:29]. Procedure: 1-[2-(2-Trifluoromethylbenzoyl)imidazol-1-yl]-2-(3,4-dichlorophenyl)-4-(tetrahydropyran-2-yloxy)butane (0.68 g) (see Preparation 59) was dissolved in methanol (15 ml), which had been previously saturated with hydrogen chloride gas, and left to stand for 4 hours. The solvent was then removed under reduced pressure to give a residue which was partitioned between dichloromethane and saturated aqueous sodium hydrogen carbonate solution (the pH of the aqueous layer was kept at 8-9). The organic phase... Starting materials: NC(CCCCCC(=O)OCC1=CC=CC=C1)N (1-amino-6-phenylmethoxycarbonyl-amino-hexane), NCCCCCCN (1,6-diaminohexane), C(C1=CC=CC=C1)=O (benzaldehyde), S(=O)(=O)([O-])[O-].[Mg+2] (magnesium sulfate). Run in C(Cl)Cl (methylene chloride). Product: NCCCCCCNC1=CC=CC=C1 (1-amino-6-phenylamino-hexane). Isolated yield 100.0%. RXN SMILES: NC(N)CCCCCC(OC[C:12]1[CH:17]=[CH:16][CH:15]=[CH:14][CH:13]=1)=O.[NH2:19][CH2:20][CH2:21][CH2:22][CH2:23][CH2:24][CH2:25][NH2:26].C(=O)C1C=CC=CC=1.S([O-])([O-])(=O)=O.[Mg+2]>C(Cl)Cl>[NH2:19][CH2:20][CH2:21][CH2:22][CH2:23][CH2:24][CH2:25][NH:26][C:12]1[CH:13]=[CH:14][CH:15]=[CH:16][CH:17]=1 |f:3.4|. Reported procedure: To prepare 1-amino-6-phenylmethoxycarbonyl-amino-hexane (23), an equimolar mixture (0.01 mol) of 1,6-diaminohexane and benzaldehyde in 25 mL of methylene chloride was stirred for 5 hr in the presence of 1.5 g of anhydrous magnesium sulfate at room temperature. After removing the drying agent by filtration the filtrate was evaporated to dryness under reduced pressure to give 2 g (100% yield) of crude 1-amino-6-phenylamino-hexane 22 as a colorless oil; NMR(CDCl3) 1.1-1.9(m, 10H, hexane CH2 -2,-3,4... Starting materials: NC1=NC=NC=C1N (4,5-diaminopyrimidine), Cl.C(CCCC)(OCC)=N (ethyl pentanimidoate hydrochloride). Solvent: CN(C=O)C (dimethylformamide). Yields the product C(CCC)C1=NC2=C(N=CN=C2)N1 (2-butyl-3H-imidazo-(4,5-d)pyrimidine). Yield: 26.2%. As a reaction SMILES: [NH2:1][C:2]1[C:7]([NH2:8])=[CH:6][N:5]=[CH:4][N:3]=1.Cl.[C:10](=N)(OCC)[CH2:11][CH2:12][CH2:13][CH3:14]>CN(C)C=O>[CH2:11]([C:10]1[NH:1][C:2]2[N:3]=[CH:4][N:5]=[CH:6][C:7]=2[N:8]=1)[CH2:12][CH2:13][CH3:14] |f:1.2|. Procedure: Using the procedure of Example 1, 5 g of 4,5-diaminopyrimidine and 10 g of ethyl pentanimidoate hydrochloride [J.A.C.S., Vol. 64, p 1827 (1942)] using dimethylformamide as solvent were reacted to obtain 2.1 g of the desired product which after crystallization from ethyl acetate melted at 166° C. The product was crystallized from ethyl acetate to obtain 1.8 g of the expected product melting at 168° C. 200 mg of an analytical sample was obtained by an additional crystallization of 300 mg of the pr... Starting materials: C1(C=2C(C(N1)=O)=CC=CC2)=O.[K] (potassium phthalimide), [N+](=O)([O-])C1=C(C=C(C=C1)C)OS(=O)(=O)C(F)(F)F (4-nitro-3-trifluoromethanesulfonyloxytoluene), BrN1C(CCC1=O)=O (N-bromosuccinimide), C(C1=CC=CC=C1)(=O)OOC(C1=CC=CC=C1)=O (benzoyl peroxide). The solvent is C(Cl)(Cl)(Cl)Cl (carbon tetrachloride), [Cl-].[Na+].O (brine). Conditions: time 5 hour. Product: [N+](=O)([O-])C1=C(C=C(C=C1)CN1C(C=2C(C1=O)=CC=CC2)=O)OS(=O)(=O)C(F)(F)F (1-Nitro-4-phthalimidomethyl-2-trifluoromethanesulfonyloxybenzene). Isolated yield 56.4%. Reaction SMILES: [N+:1]([C:4]1[CH:9]=[CH:8][C:7]([CH3:10])=[CH:6][C:5]=1[O:11][S:12]([C:15]([F:18])([F:17])[F:16])(=[O:14])=[O:13])([O-:3])=[O:2].BrN1C(=O)CCC1=O.C(OOC(=O)C1C=CC=CC=1)(=O)C1C=CC=CC=1.[C:45]1(=[O:55])[NH:49][C:48](=[O:50])[C:47]2=[CH:51][CH:52]=[CH:53][CH:54]=[C:46]12.[K]>C(Cl)(Cl)(Cl)Cl.[Cl-].[Na+].O>[N+:1]([C:4]1[CH:9]=[CH:8][C:7]([CH2:10][N:49]2[C:48](=[O:50])[C:47]3=[CH:51][CH:52]=[CH:53][CH:54]=[C:46]3[C:45]2=[O:55])=[CH:6][C:5]=1[O:11][S:12]([C:15]([F:18])([F:16])[F:17])(=[O:14])=[O:13])([O-:3])=[O:2] |f:3.4,6.7.8,^1:55|. Procedure details: A mixture of 4-nitro-3-trifluoromethanesulfonyloxytoluene (5.7 g, 20 mmol), N-bromosuccinimide (5.7 g, 32 mmol), and benzoyl peroxide (1 g) in carbon tetrachloride (75 mL) was refluxed for 18 h. The insoluble material formed was removed by filtration and the filtrate was concentrated. The residue was dissolved in DMF (40 mL) and potassium phthalimide (2.6 g, 14 mmol) was added. The mixture was stirred for 5 h at room temperature, poured into brine, and extracted with a 1:1 mixture of toluene and... The solvent is ClC1=C(C=CC=C1)Cl (1,2-dichlorobenzene). Yield: 72.6%. RXN SMILES: [C:1]1([C:10]2[CH:15]=[CH:14][CH:13]=[CH:12][CH:11]=2)[CH:6]=[CH:5][C:4]([C:7](Cl)=O)=[CH:3][CH:2]=1.S(Cl)(Cl)=O.[Cl-].[Al+3].[Cl-].[Cl-].[C:24]1([C:32]2[CH:37]=[CH:36][CH:35]=[CH:34][CH:33]=2)[CH:29]=[CH:28][C:27]([C:30]#[N:31])=[CH:26][CH:25]=1.[Cl-].[NH4+:39]>ClC1C=CC=CC=1Cl>[C:1]1([C:10]2[CH:15]=[CH:14][CH:13]=[CH:12][CH:11]=2)[CH:6]=[CH:5][C:4]([C:7]2[N:31]=[C:30]([C:27]3[CH:28]=[CH:29][C:24]([C:32]4[CH:33]=[CH:34][CH:35]=[CH:36][CH:37]=4)=[CH:25][CH:26]=3)[N:39]=[C:30]([C:27]3[CH:26]=[CH:25][C:24]([C:32]4[CH:33]=[CH:34][CH:35]=[CH:36][CH:37]=4)=[CH:29][CH:28]=3)[N:31]=2)=[CH:3][CH:2]=1 |f:2.3.4.5,7.8|. Product: C1(=CC=C(C=C1)C1=NC(=NC(=N1)C1=CC=C(C=C1)C1=CC=CC=C1)C1=CC=C(C=C1)C1=CC=CC=C1)C1=CC=CC=C1 (2,4,6-tris-(4-biphenylyl)-1,3,5-triazine). Procedure details: In a 100 milliliter round bottom flask there was added 4-biphenylcarbonyl chloride (2.167 grams), 1,2-dichlorobenzene (27.0 milliliters), thionyl chloride (1.0 milliliter), and aluminum chloride (1.33 grams). With stirring, 4-biphenylcarbonitrile (3.58 grams) was added slowly, and the resulting reaction mixture was heated under argon to about 150° C. for 0.5 hour. The temperature of the reaction mixture was reduced to 120° C., then ammonium chloride (1.07 grams) was added in one portion. The rea... Conditions: temperature 150 celsius. The reactants are C1(=CC=C(C=C1)C(=O)Cl)C1=CC=CC=C1 (4-biphenylcarbonyl chloride), S(=O)(Cl)Cl (thionyl chloride), [Cl-].[Al+3].[Cl-].[Cl-] (aluminum chloride), C1(=CC=C(C=C1)C#N)C1=CC=CC=C1 (4-biphenylcarbonitrile), [Cl-].[NH4+] (ammonium chloride).